This data is from the Open Reaction Database (ORD), a public repository of structured organic reaction records. The task is: describe an organic reaction: reactants, conditions, products, and yield Starting materials: [Cl-].[Cl-].[Cl-].[Al+3] (aluminum trichloride), COC1=C(C=CC(=C1)OC)CCC(=O)OC (methyl 3-(2,4-dimethoxyphenyl)propionate), COC1=CC=C(C(=O)Cl)C=C1 (4-methoxybenzoyl chloride), O (water). Solvent: ClCCCl (1,2-dichloroethane), C(Cl)Cl (CH2Cl2), ClCCCl (1,2-dichloroethane). Reaction conditions: temperature 0 celsius. Yields the product COC1=C(C=C(C(=C1)OC)C(C1=CC=C(C=C1)OC)=O)CCC(=O)OC (Methyl 3-[2,4-dimethoxy-5-(4-methoxybenzoyl)phenyl]propionate). Isolated yield 69.4%. Reaction SMILES: [Cl-].[Cl-].[Cl-].[Al+3].[CH3:5][O:6][C:7]1[CH:15]=[CH:14][C:10]([C:11](Cl)=[O:12])=[CH:9][CH:8]=1.[CH3:16][O:17][C:18]1[CH:23]=[C:22]([O:24][CH3:25])[CH:21]=[CH:20][C:19]=1[CH2:26][CH2:27][C:28]([O:30][CH3:31])=[O:29].O>ClCCCl.C(Cl)Cl>[CH3:16][O:17][C:18]1[CH:23]=[C:22]([O:24][CH3:25])[C:21]([C:11](=[O:12])[C:10]2[CH:14]=[CH:15][C:7]([O:6][CH3:5])=[CH:8][CH:9]=2)=[CH:20][C:19]=1[CH2:26][CH2:27][C:28]([O:30][CH3:31])=[O:29] |f:0.1.2.3|. Procedure details: 36.6 g of aluminum trichloride are suspended in 130 ml of 1,2-dichloroethane, and 42.65 g of 4-methoxybenzoyl chloride are added to the mixture which has been cooled to 0° C. Then, at this temperature, 56 g of methyl 3-(2,4-dimethoxyphenyl)propionate (Example 17) dissolved in 30 ml of 1,2-dichloroethane are added dropwise, and the mixture is then stirred at 50° C. with exclusion of moisture until the reaction is complete (about 36 hours). 200 ml of water are added to the cooled reaction mixture ... Reactants: C(Cl)Cl (CH2Cl2), BrC=1C(=NC2=CC=CC=C2C1)O (3-bromo-2-hydroxyquinoline), B1(OC(C(O1)(C)C)(C)C)B2OC(C(O2)(C)C)(C)C (bis(pinacolato)diboron), C(C)(=O)[O-].[K+] (potassium acetate). The reagents and catalysts are C1=CC=C(C=C1)P([C-]2C=CC=C2)C3=CC=CC=C3.C1=CC=C(C=C1)P([C-]2C=CC=C2)C3=CC=CC=C3.[Fe+2] (dppf), C1=CC=C(C=C1)P([C-]2C=CC=C2)C3=CC=CC=C3.C1=CC=C(C=C1)P([C-]2C=CC=C2)C3=CC=CC=C3.Cl[Pd]Cl.[Fe+2] (PdCl2(dppf)). Solvent: O1CCOCC1 (1,4-dioxane). Reaction conditions: temperature 90 celsius, time 8 hour. Product: O=C1NC2=CC=CC=C2C=C1B(O)O ((2-oxo-1,2-dihydroquinolin-3-yl)boronic acid). The yield is 71.2%. RXN SMILES: Br[C:2]1[C:3]([OH:12])=[N:4][C:5]2[C:10]([CH:11]=1)=[CH:9][CH:8]=[CH:7][CH:6]=2.[B:13]1(B2OC(C)(C)C(C)(C)O2)[O:17]C(C)(C)C(C)(C)[O:14]1.C([O-])(=O)C.[K+].C(Cl)Cl>C1C=CC(P(C2C=CC=CC=2)[C-]2C=CC=C2)=CC=1.C1C=CC(P(C2C=CC=CC=2)[C-]2C=CC=C2)=CC=1.Cl[Pd]Cl.[Fe+2].C1C=CC(P(C2C=CC=CC=2)[C-]2C=CC=C2)=CC=1.C1C=CC(P(C2C=CC=CC=2)[C-]2C=CC=C2)=CC=1.[Fe+2].O1CCOCC1>[O:12]=[C:3]1[C:2]([B:13]([OH:17])[OH:14])=[CH:11][C:10]2[C:5](=[CH:6][CH:7]=[CH:8][CH:9]=2)[NH:4]1 |f:2.3,5.6.7.8,9.10.11|. Procedure details: To a microwave vial was added 3-bromo-2-hydroxyquinoline (50 mg, 0.223 mmol), bis(pinacolato)diboron (113 mg, 0.446 mmol), potassium acetate (66 mg, 0.669 mmol), PdCl2(dppf). CH2Cl2 (18.22 mg, 0.022 mmol), and dppf (12.37 mg, 0.022 mmol), followed by addition of 1,4-dioxane (6 mL). The reaction mixture was purged with N2 and stirred under N2 atmosphere at 90° C. overnight. The reaction mixture was filtered through a disposable filter funnel, concentrated in vacuo, and purified by silica gel chro...